Task: describe an organic reaction: reactants, conditions, products, and yield. Dataset: the Open Reaction Database (ORD), a public repository of structured organic reaction records Starting materials: COC1=C(C=CC=C1)N1CCN(CC1)CCC=O (3-[4-(2-Methoxy-phenyl)-piperazin-1-yl]-propionaldehyde), C(CC)NC1CC2=C(N=CS2)CC1 (propyl-(4,5,6,7-tetrahydro-benzothiazol-6-yl)-amine). Product: C(C)N(C1CC2=C(N=CS2)CC1)CCCN1CCN(CC1)C1=C(C=CC=C1)OC (Ethyl-{3-[4-(2-methoxy-phenyl)-piperazin-1-yl]-propyl}-(4,5,6,7-tetrahydro-benzothiazol-6-yl)-amine). The yield is 10.0%. RXN SMILES: [CH3:1][O:2][C:3]1[CH:8]=[CH:7][CH:6]=[CH:5][C:4]=1[N:9]1[CH2:14][CH2:13][N:12]([CH2:15][CH2:16][CH:17]=O)[CH2:11][CH2:10]1.[CH2:19]([NH:22][CH:23]1[CH2:31][CH2:30][C:26]2[N:27]=[CH:28][S:29][C:25]=2[CH2:24]1)[CH2:20]C>>[CH2:19]([N:22]([CH2:17][CH2:16][CH2:15][N:12]1[CH2:13][CH2:14][N:9]([C:4]2[CH:5]=[CH:6][CH:7]=[CH:8][C:3]=2[O:2][CH3:1])[CH2:10][CH2:11]1)[CH:23]1[CH2:31][CH2:30][C:26]2[N:27]=[CH:28][S:29][C:25]=2[CH2:24]1)[CH3:20]. Reported procedure: Compound 29 is prepared from 29B and 1C as described for 1. The salt of maleic acid is crystallized from ethanol/diethylether. The reactants are C(CCCCCCC)(=O)C1=CC=C(C(C(=O)O)=C1)O (5-octanoylsalicylic acid), C([O-])([O-])=O.[Ca+2] (calcium carbonate). Run in C(C)(C)O (isopropanol), O (water). Run at time 3 hour. Product: C(CCCCCCC)(=O)C1=CC=C(C(C(=O)[O-])=C1)O.[Ca+2].C(CCCCCCC)(=O)C1=CC=C(C(C(=O)[O-])=C1)O (Calcium 5-Octanoylsalicylate). Reaction SMILES: [C:1]([C:10]1[CH:18]=[C:14]([C:15]([OH:17])=[O:16])[C:13]([OH:19])=[CH:12][CH:11]=1)(=[O:9])[CH2:2][CH2:3][CH2:4][CH2:5][CH2:6][CH2:7][CH3:8].C(=O)([O-])[O-].[Ca+2:24]>C(O)(C)C.O>[C:1]([C:10]1[CH:18]=[C:14]([C:15]([O-:17])=[O:16])[C:13]([OH:19])=[CH:12][CH:11]=1)(=[O:9])[CH2:2][CH2:3][CH2:4][CH2:5][CH2:6][CH2:7][CH3:8].[Ca+2:24].[C:1]([C:10]1[CH:18]=[C:14]([C:15]([O-:17])=[O:16])[C:13]([OH:19])=[CH:12][CH:11]=1)(=[O:9])[CH2:2][CH2:3][CH2:4][CH2:5][CH2:6][CH2:7][CH3:8] |f:1.2,5.6.7|. Procedure details: 39.6 g of 5-octanoylsalicylic acid (0.15 mol) in 300 ml of isopropanol and 150 ml of water were introduced into a 500 ml round-bottomed flask. 7.5 g of calcium carbonate (0.075 mol) were then added portionwise. The mixture was left stirring at room temperature for 3 hours and was then concentrated to dryness under vacuum on a rotary evaporator. RXN SMILES: [CH2:25]([Li:26])[CH2:27][CH2:28][CH3:29].[CH:30](=[O:31])[O:32][CH2:33][CH3:34].[F:1][c:2]1[c:3]([C:9](=[CH:10][c:11]2[n:12][n:13][n:14][n:15]2[CH3:16])[c:17]2[c:18]([F:24])[cH:19][c:20]([CH3:23])[cH:21][cH:22]2)[cH:4][cH:5][c:6]([CH3:8])[cH:7]1.[O:35]1[CH2:36][CH2:37][CH2:38][CH2:39]1>>[F:1][c:2]1[c:3]([C:9](=[C:10]([c:11]2[n:12][n:13][n:14][n:15]2[CH3:16])[CH:30]=[O:31])[c:17]2[c:18]([F:24])[cH:19][c:20]([CH3:23])[cH:21][cH:22]2)[cH:4][cH:5][c:6]([CH3:8])[cH:7]1. The product is Cc1ccc(C(=C(C=O)c2nnnn2C)c2ccc(C)cc2F)c(F)c1. Starting materials: [Li]CCCC, CCOC=O, Cc1ccc(C(=Cc2nnnn2C)c2ccc(C)cc2F)c(F)c1, C1CCOC1. Starting materials: COC=1C=C(C=CC1)NC1=C(C=NC2=C(C=C(C=C12)S(=O)(=O)C1=CC(=CC=C1)C(NC1=CC=C(C=C1)C1=CC=C(C=C1)CCCC=O)=O)C)C(=O)N (4-((3-methoxyphenyl)amino)-8-methyl-6-((3-((4′-(4-oxobutyl)-(1,1-biphenyl]-4-yl)carbamoyl)phenyl)sulfonyl)quinoline-3-carboxamide), OCCCC1=CC=C(C=C1)C1=CC(=CC=C1)S(=O)(=O)C=1C=C2C(=C(C=NC2=C(C1)C)C(=O)N)NC1=CC(=CC=C1)OC (6-((4′-(3-hydroxypropyl)-(1,1′-biphenyl]-3-yl)sulfonyl)-4-((3-methoxyphenyl)amino)-8-methylquinoline-3-carboxamide), C33H30N3O5S. Product: COC=1C=C(C=CC1)NC1=C(C=NC2=C(C=C(C=C12)S(=O)(=O)C=1C=C(C=CC1)C1=CC=C(C=C1)CCC=O)C)C(=O)N (4-((3-methoxyphenyl)amino)-8-methyl-6-((4′-(3-oxopropyl)-[1,1′-biphenyl]-3-yl)sulfonyl)quinoline-3-carboxamide). Reaction SMILES: COC1C=C(NC2C3C(=C(C)C=C(S(C4C=CC=C(C(=O)NC5C=CC(C6C=CC(CCCC=O)=CC=6)=CC=5)C=4)(=O)=O)C=3)N=CC=2C(N)=O)C=CC=1.[OH:53][CH2:54][CH2:55][CH2:56][C:57]1[CH:62]=[CH:61][C:60]([C:63]2[CH:68]=[CH:67][CH:66]=[C:65]([S:69]([C:72]3[CH:73]=[C:74]4[C:79](=[C:80]([CH3:82])[CH:81]=3)[N:78]=[CH:77][C:76]([C:83]([NH2:85])=[O:84])=[C:75]4[NH:86][C:87]3[CH:92]=[CH:91][CH:90]=[C:89]([O:93][CH3:94])[CH:88]=3)(=[O:71])=[O:70])[CH:64]=2)=[CH:59][CH:58]=1>>[CH3:94][O:93][C:89]1[CH:88]=[C:87]([NH:86][C:75]2[C:74]3[C:79](=[C:80]([CH3:82])[CH:81]=[C:72]([S:69]([C:65]4[CH:64]=[C:63]([C:60]5[CH:61]=[CH:62][C:57]([CH2:56][CH2:55][CH:54]=[O:53])=[CH:58][CH:59]=5)[CH:68]=[CH:67][CH:66]=4)(=[O:70])=[O:71])[CH:73]=3)[N:78]=[CH:77][C:76]=2[C:83]([NH2:85])=[O:84])[CH:92]=[CH:91][CH:90]=1. Reported procedure: The title compound was synthesized in a manner analogous to that described for Intermediate 124, using Intermediate 67 as substrate. ES/MS calcd. for C33H30N3O5S+ 580.2. Found m/z=580.3 (M+H)+. Starting materials: [BH4-], CCOCC, [Li+], CC(c1ccc(C(F)(F)F)cc1)C(NC(=O)OC(C)(C)C)C(=O)N1C(=O)OCC1c1ccccc1, O. Yields the product CC(c1ccc(C(F)(F)F)cc1)C(CO)NC(=O)OC(C)(C)C. Reaction SMILES: [BH4-:42].[CH3:36][CH2:37][O:38][CH2:39][CH3:40].[Li+:43].[O:1]=[C:2]([CH:3]([CH:4]([CH3:5])[c:6]1[cH:7][cH:8][c:9]([C:12]([F:13])([F:14])[F:15])[cH:10][cH:11]1)[NH:16][C:17]([O:18][C:19]([CH3:20])([CH3:21])[CH3:22])=[O:23])[N:24]1[CH:25]([c:26]2[cH:27][cH:28][cH:29][cH:30][cH:31]2)[CH2:32][O:33][C:34]1=[O:35].[OH2:41]>>[OH:1][CH2:2][CH:3]([CH:4]([CH3:5])[c:6]1[cH:7][cH:8][c:9]([C:12]([F:13])([F:14])[F:15])[cH:10][cH:11]1)[NH:16][C:17]([O:18][C:19]([CH3:20])([CH3:21])[CH3:22])=[O:23]. Reactants: CO, CC(=O)O, O=N[O-], Cc1cc(N)n(-c2ccccn2)n1, [Na+]. Yields the product Cc1nn(-c2ccccn2)c(N)c1N=O. Reaction SMILES: [CH3:18][OH:19].[CH3:20][C:21](=[O:22])[OH:23].[N:14](=[O:15])[O-:16].[NH2:1][c:2]1[cH:3][c:4]([CH3:13])[n:5][n:6]1-[c:7]1[n:8][cH:9][cH:10][cH:11][cH:12]1.[Na+:17]>>[NH2:1][c:2]1[c:3]([N:14]=[O:15])[c:4]([CH3:13])[n:5][n:6]1-[c:7]1[n:8][cH:9][cH:10][cH:11][cH:12]1. Starting materials: [Li]CCCC, CN=C=S, CC(C)[N-]C(C)C, CC(C)NC(C)C, [Li+], CC(c1ccc(-c2ccccc2)c(F)c1)c1csc(N)n1, C1CCOC1. Yields the product CNC(=S)Nc1nc(C(C)c2ccc(-c3ccccc3)c(F)c2)cs1. As a reaction SMILES: [CH2:16]([Li:17])[CH2:18][CH2:19][CH3:20].[CH3:42][N:43]=[C:44]=[S:45].[CH:1]([N-:2][CH:3]([CH3:4])[CH3:5])([CH3:6])[CH3:7].[CH:9]([NH:10][CH:11]([CH3:12])[CH3:13])([CH3:14])[CH3:15].[Li+:8].[NH2:21][c:22]1[s:23][cH:24][c:25]([CH:27]([CH3:28])[c:29]2[cH:30][c:31]([F:41])[c:32](-[c:35]3[cH:36][cH:37][cH:38][cH:39][cH:40]3)[cH:33][cH:34]2)[n:26]1.[O:46]1[CH2:47][CH2:48][CH2:49][CH2:50]1>>[NH:21]([c:22]1[s:23][cH:24][c:25]([CH:27]([CH3:28])[c:29]2[cH:30][c:31]([F:41])[c:32](-[c:35]3[cH:36][cH:37][cH:38][cH:39][cH:40]3)[cH:33][cH:34]2)[n:26]1)[C:44]([NH:43][CH3:42])=[S:45]. The reactants are BrC1=CC=C(C=C1)[C@H](C)N1C(O[C@@](CC1)(CCCO)C1=CC=C(C=C1)F)=O ((R)-3-((S)-1-(4-bromophenyl)ethyl)-6-(4-fluorophenyl)-6-(3-hydroxypropyl)-1,3-oxazinan-2-one), BrC=1C(=NC(=CC1)C)C (3-bromo-2,6-dimethylpyridine). Yields the product CC1=NC(=CC=C1C1=CC=C(C=C1)[C@H](C)N1C(O[C@@](CC1)(CCCO)C1=CC=C(C=C1)F)=O)C ((R)-3-((S)-1-(4-(2,6-dimethylpyridin-3-yl)phenyl)ethyl)-6-(4-fluorophenyl)-6-(3-hydroxypropyl)-1,3-oxazinan-2-one). As a reaction SMILES: Br[C:2]1[CH:7]=[CH:6][C:5]([C@@H:8]([N:10]2[CH2:15][CH2:14][C@@:13]([C:20]3[CH:25]=[CH:24][C:23]([F:26])=[CH:22][CH:21]=3)([CH2:16][CH2:17][CH2:18][OH:19])[O:12][C:11]2=[O:27])[CH3:9])=[CH:4][CH:3]=1.Br[C:29]1[C:30]([CH3:36])=[N:31][C:32]([CH3:35])=[CH:33][CH:34]=1>>[CH3:36][C:30]1[C:29]([C:2]2[CH:3]=[CH:4][C:5]([C@@H:8]([N:10]3[CH2:15][CH2:14][C@@:13]([C:20]4[CH:21]=[CH:22][C:23]([F:26])=[CH:24][CH:25]=4)([CH2:16][CH2:17][CH2:18][OH:19])[O:12][C:11]3=[O:27])[CH3:9])=[CH:6][CH:7]=2)=[CH:34][CH:33]=[C:32]([CH3:35])[N:31]=1. Procedure details: The title compound was prepared from (R)-3-((S)-1-(4-bromophenyl)ethyl)-6-(4-fluorophenyl)-6-(3-hydroxypropyl)-1,3-oxazinan-2-one following procedures analogous to those described in Example 313 Steps 3 and 4 using 3-bromo-2,6-dimethylpyridine in Step 4. LC-MS Method 2 tR=1.012, m/z=463.1; 1H NMR (CDCl3) 1.32 (m, 2H), 1.49 (d, 3H), 1.62 (m, 2H), 1.86-1.96 (m, 2H), 2.17-2.29 (m, 3H), 2.31 (s, 3H), 2.49 (s, 3H), 2.93 (m, 1H), 3.51 (m, 2H), 5.68 (m, 1H), 6.88-7.03 (m, 7H), 7.25 (m, 3H). Run in O1CCCC1 (tetrahydrofuran). Reaction conditions: time 15 hour. Procedure details: The base was freed from 2.5 g (8.27 mmole) of the hydrochloride of 2-[(4-chlorophenyl)dimethylaminomethyl]cyclohexanone obtained according to stage 1 with 30 ml of water and 5 ml of amnonia solution (25 vol. %), was extracted three times with 30 ml of ether each time, and the combined organic extracts were dried over sodium sulfate, filtered, and concentrated by evaporation on a rotary evaporator without heating (500 to 10 mbar). 1.80 g (6.75 mmole) of this base were dissolved in 10 ml of tetrah... Isolated yield 46.7%. Product: crude base, Cl.C(C1=CC=CC=C1)C1(C(CCCC1)C(N(C)C)C1=CC=C(C=C1)Cl)O (1-benzyl-2-[(4-chlorophenyl)dimethylaminomethyl]cyclohexanol, hydrochloride). The reactants are O (water), base, Cl (hydrochloride), ClC1=CC=C(C=C1)C(C1C(CCCC1)=O)N(C)C (2-[(4-chlorophenyl)dimethylaminomethyl]cyclohexanone), C(C1=CC=CC=C1)[Mg]Cl (benzylmagnesium chloride). As a reaction SMILES: Cl.[Cl:2][C:3]1[CH:8]=[CH:7][C:6]([CH:9]([N:17]([CH3:19])[CH3:18])[CH:10]2[CH2:15][CH2:14][CH2:13][CH2:12][C:11]2=[O:16])=[CH:5][CH:4]=1.O.[CH2:21]([Mg]Cl)[C:22]1[CH:27]=[CH:26][CH:25]=[CH:24][CH:23]=1>O1CCCC1>[ClH:2].[CH2:21]([C:11]1([OH:16])[CH2:12][CH2:13][CH2:14][CH2:15][CH:10]1[CH:9]([C:6]1[CH:5]=[CH:4][C:3]([Cl:2])=[CH:8][CH:7]=1)[N:17]([CH3:19])[CH3:18])[C:22]1[CH:27]=[CH:26][CH:25]=[CH:24][CH:23]=1 |f:5.6|.